This data is from the Open Reaction Database (ORD), a public repository of structured organic reaction records. The task is: describe an organic reaction: reactants, conditions, products, and yield The reactants are CC1=C(C(=NO1)C1=CC=CC=C1)COC1=CC=C(N=N1)N (6-(5-methyl-3-phenyl-isoxazol-4-ylmethoxy)-pyridazin-3-ylamine), C1(CCCC1)C(=O)Cl (cyclopentanecarbonyl chloride). The product is CC1=C(C(=NO1)C1=CC=CC=C1)COC1=CC=C(N=N1)NC(=O)C1CCCC1 (Cyclopentanecarboxylic acid [6-(5-methyl-3-phenyl-isoxazol-4-ylmethoxy)-pyridazin-3-yl]-amide). The yield is 78.0%. As a reaction SMILES: [CH3:1][C:2]1[O:6][N:5]=[C:4]([C:7]2[CH:12]=[CH:11][CH:10]=[CH:9][CH:8]=2)[C:3]=1[CH2:13][O:14][C:15]1[N:20]=[N:19][C:18]([NH2:21])=[CH:17][CH:16]=1.[CH:22]1([C:27](Cl)=[O:28])[CH2:26][CH2:25][CH2:24][CH2:23]1>>[CH3:1][C:2]1[O:6][N:5]=[C:4]([C:7]2[CH:8]=[CH:9][CH:10]=[CH:11][CH:12]=2)[C:3]=1[CH2:13][O:14][C:15]1[N:20]=[N:19][C:18]([NH:21][C:27]([CH:22]2[CH2:26][CH2:25][CH2:24][CH2:23]2)=[O:28])=[CH:17][CH:16]=1. Reported procedure: As described for example 18, 6-(5-methyl-3-phenyl-isoxazol-4-ylmethoxy)-pyridazin-3-ylamine (280 mg, 1 mmol) was converted, using cyclopentanecarbonyl chloride instead of methoxyacetyl chloride, to the title compound (295 mg, 78%) which was obtained as a white solid. MS: m/e=379.4 [M+H]+. The reactants are Cc1ccccc1, [Mg+2], O=C(NCCCCCNc1c([N+](=O)[O-])cnc2ccccc12)c1ccccc1, O=S(=O)([O-])[O-]. The product is Nc1cnc2ccccc2c1NCCCCCNC(=O)c1ccccc1. As a reaction SMILES: [CH3:35][c:36]1[cH:37][cH:38][cH:39][cH:40][cH:41]1.[Mg+2:29].[N+:1]([O-:2])(=[O:3])[c:4]1[cH:5][n:6][c:7]2[cH:8][cH:9][cH:10][cH:11][c:12]2[c:13]1[NH:14][CH2:15][CH2:16][CH2:17][CH2:18][CH2:19][NH:20][C:21]([c:22]1[cH:23][cH:24][cH:25][cH:26][cH:27]1)=[O:28].[O-:30][S:31](=[O:32])(=[O:33])[O-:34]>>[NH2:1][c:4]1[cH:5][n:6][c:7]2[cH:8][cH:9][cH:10][cH:11][c:12]2[c:13]1[NH:14][CH2:15][CH2:16][CH2:17][CH2:18][CH2:19][NH:20][C:21]([c:22]1[cH:23][cH:24][cH:25][cH:26][cH:27]1)=[O:28]. The reactants are C1CCOC1, CC(C)CCBr, Fc1ccc(-c2ccc(C3CC[SiH](Cl)CC3)cc2)cc1F, [Mg]. The product is CC(C)CC[SiH]1CCC(c2ccc(-c3ccc(F)c(F)c3)cc2)CC1. RXN SMILES: [CH2:29]1[O:30][CH2:31][CH2:32][CH2:33]1.[CH3:1][CH:2]([CH2:3][CH2:4][Br:5])[CH3:6].[Cl:8][SiH:9]1[CH2:10][CH2:11][CH:12]([c:15]2[cH:16][cH:17][c:18](-[c:21]3[cH:22][c:23]([F:28])[c:24]([F:27])[cH:25][cH:26]3)[cH:19][cH:20]2)[CH2:13][CH2:14]1.[Mg:7]>>[CH3:1][CH:2]([CH2:3][CH2:4][SiH:9]1[CH2:10][CH2:11][CH:12]([c:15]2[cH:16][cH:17][c:18](-[c:21]3[cH:22][c:23]([F:28])[c:24]([F:27])[cH:25][cH:26]3)[cH:19][cH:20]2)[CH2:13][CH2:14]1)[CH3:6]. Starting materials: CNc1cccc(NC(=O)c2cccc(C(C)(C)C#N)c2)c1, O=C([O-])O, CCN(C(C)C)C(C)C, N#CSc1nc(Cl)ncc1[N+](=O)[O-], [Na+], C1CCOC1. The product is CN(c1cccc(NC(=O)c2cccc(C(C)(C)C#N)c2)c1)c1ncc([N+](=O)[O-])c(SC#N)n1. As a reaction SMILES: [C:1](#[N:2])[C:3]([CH3:4])([CH3:5])[c:6]1[cH:7][c:8]([C:9](=[O:10])[NH:11][c:12]2[cH:13][c:14]([NH:18][CH3:19])[cH:15][cH:16][cH:17]2)[cH:20][cH:21][cH:22]1.[C:45](=[O:46])([O-:47])[OH:48].[CH2:23]([N:24]([CH:25]([CH3:26])[CH3:27])[CH:28]([CH3:29])[CH3:30])[CH3:31].[Cl:32][c:33]1[n:34][cH:35][c:36]([N+:42](=[O:43])[O-:44])[c:37]([S:39][C:40]#[N:41])[n:38]1.[Na+:49].[O:50]1[CH2:51][CH2:52][CH2:53][CH2:54]1>>[C:1](#[N:2])[C:3]([CH3:4])([CH3:5])[c:6]1[cH:7][c:8]([C:9](=[O:10])[NH:11][c:12]2[cH:13][c:14]([N:18]([CH3:19])[c:33]3[n:34][cH:35][c:36]([N+:42](=[O:43])[O-:44])[c:37]([S:39][C:40]#[N:41])[n:38]3)[cH:15][cH:16][cH:17]2)[cH:20][cH:21][cH:22]1. Starting materials: NC(C#N)(C)C (2-amino-2-methyl-propionitrile), C(CCC)S(=O)(=O)Cl (1-butanesulfonyl chloride). The reagents and catalysts are CN(C1=CC=NC=C1)C (4-dimethylaminopyridine). Solvent: C(Cl)(Cl)Cl (chloroform), C(Cl)(Cl)Cl (chloroform). The product is CC(C#N)(C)NS(=O)(=O)CCCC (2-Methyl-2-(n-butylsulfonamido)propionitrile). The yield is 39.2%. RXN SMILES: [NH2:1][C:2]([CH3:6])([CH3:5])[C:3]#[N:4].[CH2:7]([S:11](Cl)(=[O:13])=[O:12])[CH2:8][CH2:9][CH3:10]>CN(C)C1C=CN=CC=1.C(Cl)(Cl)Cl>[CH3:5][C:2]([NH:1][S:11]([CH2:7][CH2:8][CH2:9][CH3:10])(=[O:13])=[O:12])([CH3:6])[C:3]#[N:4]. Reported procedure: To a stirred mixture of 8.4 g (0.1 mole) 2-amino-2-methyl-propionitrile and 12.2 g (0.1 mole) 4-dimethylaminopyridine in 125 ml chloroform, 15.7 g (0.1 mole) 1-butanesulfonyl chloride in 25 ml chloroform were added dropwise over 20 minutes, with evolution of heat and separation of solids. The reaction mixture was refluxed 2.5 hours. After cooling to room temperature, the reaction mixture was washed with 25 ml concentrated hydrochloric acid which had been diluted with 25 ml water. The layers were... Starting materials: resultant mixture, ( 10 ), [O-2].[Nd+3].[O-2].[O-2].[Nd+3] (neodymium oxide), C(C(=C)C)(=O)O (methacrylic acid). Solvent: O (water). Run at temperature 60 celsius. The product is C(C(=C)C)(=O)[O-].[Nd+3].C(C(=C)C)(=O)[O-].C(C(=C)C)(=O)[O-] (neodymium methacrylate). Isolated yield 78.0%. As a reaction SMILES: [O-2].[Nd+3:2].[O-2].[O-2].[Nd+3].[C:6]([OH:11])(=[O:10])[C:7]([CH3:9])=[CH2:8]>O>[C:6]([O-:11])(=[O:10])[C:7]([CH3:9])=[CH2:8].[Nd+3:2].[C:6]([O-:11])(=[O:10])[C:7]([CH3:9])=[CH2:8].[C:6]([O-:11])(=[O:10])[C:7]([CH3:9])=[CH2:8] |f:0.1.2.3.4,7.8.9.10|. Reported procedure: Ten (10) g of neodymium oxide, 17 g of methacrylic acid and 100 g of water were mixed. The resultant mixture in the form of suspension was stirred as refluxed at 60° C. for three hours. The reaction mixture was filtered to separate off the unaltered solids. The filtrate was concentrated under a vacuum by distillation of water to produce crystals. By washing the crystals with acetone and drying under a vacuum, there was obtained neodymium methacrylate. The yield was 78%. Example Synthesis 2 The reactants are C(C)C1=C(C(=CC(=C1)C)CC)C(C(=O)NN=CC1=CC=CC=C1)=O (1-[2-(2,6-diethyl-4-methylphenyl)-2-oxoacetyl]-2-(phenylmethylidene)hydrazine), CC(=O)C (acetone), C([O-])([O-])=O.[K+].[K+] (potassium carbonate), S(=O)(=O)(OC)OC (dimethyl sulfate). The solvent is O (Water). Conditions: time 1.5 hour. The product is C(C)C1=C(C(=CC(=C1)C)CC)C(C(=O)N(N=CC1=CC=CC=C1)C)=O (1-[2-(2,6-diethyl-4-methylphenyl)-2-oxoacetyl]-1-methyl-2-(phenylmethylidene)hydrazine), C(C)C1=C(C(=CC(=C1)C)CC)C(C(OC)=NN=CC1=CC=CC=C1)=O (methyl 2-(2,6-diethyl-4-methylphenyl)-2-oxo-N-(phenylmethylidene)ethanehydrazonate). Reaction SMILES: [CH2:1]([C:3]1[CH:8]=[C:7]([CH3:9])[CH:6]=[C:5]([CH2:10][CH3:11])[C:4]=1[C:12](=[O:24])[C:13]([NH:15][N:16]=[CH:17][C:18]1[CH:23]=[CH:22][CH:21]=[CH:20][CH:19]=1)=[O:14])[CH3:2].[CH3:25]C(C)=O.[C:29](=O)([O-])[O-].[K+].[K+].S(OC)(OC)(=O)=O>O>[CH2:1]([C:3]1[CH:8]=[C:7]([CH3:9])[CH:6]=[C:5]([CH2:10][CH3:11])[C:4]=1[C:12](=[O:24])[C:13]([N:15]([CH3:25])[N:16]=[CH:17][C:18]1[CH:19]=[CH:20][CH:21]=[CH:22][CH:23]=1)=[O:14])[CH3:2].[CH2:1]([C:3]1[CH:8]=[C:7]([CH3:9])[CH:6]=[C:5]([CH2:10][CH3:11])[C:4]=1[C:12](=[O:24])[C:13](=[N:15][N:16]=[CH:17][C:18]1[CH:19]=[CH:20][CH:21]=[CH:22][CH:23]=1)[O:14][CH3:29])[CH3:2] |f:2.3.4|. Procedure: To a 25 mL volume three-necked flask, 300 mg of 1-[2-(2,6-diethyl-4-methylphenyl)-2-oxoacetyl]-2-(phenylmethylidene)hydrazine ((40-a)-(14)-6), 1.9 ml of acetone, 386 mg of potassium carbonate and 152 mg of dimethyl sulfate were added under a nitrogen atmosphere, and the mixture was stirred at room temperature for 1.5 hours. Water was added to the reaction mixture and the resultant was extracted with ethyl acetate three times. The organic layers were combined and dried over anhydrous magnesium su... Reactants: Cc1ccc(CCC(=O)O)cc1, ClCCl, O=C(Cl)C(=O)Cl. Yields the product Cc1ccc(CCC(=O)Cl)cc1. RXN SMILES: [CH3:7][c:8]1[cH:9][cH:10][c:11]([CH2:14][CH2:15][C:16]([OH:17])=[O:18])[cH:12][cH:13]1.[Cl:19][CH2:20][Cl:21].[Cl:1][C:2](=[O:3])[C:4]([Cl:5])=[O:6]>>[Cl:1][C:2](=[O:3])[CH2:4][CH2:14][c:11]1[cH:10][cH:9][c:8]([CH3:7])[cH:13][cH:12]1.